From a dataset of the Open Reaction Database (ORD), a public repository of structured organic reaction records. describe an organic reaction: reactants, conditions, products, and yield The reactants are FC1=C(CN2C3=C(NCC2)N=CC(=C3)C=3C=CC(=NC3)C(=O)O)C=C(C=C1)F (5-[1-(2,5-Difluorobenzyl)-1,2,3,4-tetrahydropyrido[2,3-b]pyrazin-7-yl]-pyridine-2-carboxylic acid), N1CCOCC1 (morpholine). Product: FC1=C(CN2C3=C(NCC2)N=CC(=C3)C=3C=CC(=NC3)C(=O)N3CCOCC3)C=C(C=C1)F ({5-[1-(2,5-Difluorobenzyl)-1,2,3,4-tetrahydropyrido[2,3-b]pyrazin-7-yl]-pyridin-2-yl}morpholin-4-yl-methanone). The yield is 26.0%. As a reaction SMILES: [F:1][C:2]1[CH:27]=[CH:26][C:25]([F:28])=[CH:24][C:3]=1[CH2:4][N:5]1[CH2:10][CH2:9][NH:8][C:7]2[N:11]=[CH:12][C:13]([C:15]3[CH:16]=[CH:17][C:18]([C:21](O)=[O:22])=[N:19][CH:20]=3)=[CH:14][C:6]1=2.[NH:29]1[CH2:34][CH2:33][O:32][CH2:31][CH2:30]1>>[F:1][C:2]1[CH:27]=[CH:26][C:25]([F:28])=[CH:24][C:3]=1[CH2:4][N:5]1[CH2:10][CH2:9][NH:8][C:7]2[N:11]=[CH:12][C:13]([C:15]3[CH:16]=[CH:17][C:18]([C:21]([N:29]4[CH2:34][CH2:33][O:32][CH2:31][CH2:30]4)=[O:22])=[N:19][CH:20]=3)=[CH:14][C:6]1=2. Reported procedure: 5-[1-(2,5-Difluorobenzyl)-1,2,3,4-tetrahydropyrido[2,3-b]pyrazin-7-yl]-pyridine-2-carboxylic acid (32 mg) was reacted with morpholine as in General Procedure 8 to give the title compound as a yellow solid (26% yield). M.p. 111-113° C., LCMS: m/z=451.92 (M+H+), 1H-NMR (CDCl3, 400 MHz) δ 3.47-3.53 (m, 2H), 3.67-3.76 (m, 8H), 3.77-3.85 (m, 2H), 4.50 (s, 2H), 5.09 (s, 1H), 6.71 (d J=1.5 Hz, 1H), 6.92-7.04 (m, 2H), 7.05-7.12 (m, 1H), 7.69-7.74 (m, 2H), 7.78-7.83 (m, 2H), 8.60 (d, J=2.3 Hz, 1H). Procedure details: Treat 5,6a(R),7,8,9,9a(S)-hexahydro-2,5-dimethylcyclopent[4,5]imidazo[2,1-b]purin-4(3H)-one from Example 19a (0.28 g, 1.1 mmol) in DMF with (4 ml) with potassium carbonate (0.24 g) and chloromethylpivalate (0.2 ml, 1.4 mmol) at 35° C. for 6 hr. Cool and filter the reaction mixture. Partition the filtrate with brine and ethyl acetate: THF 1:1. Dry and concentrate the organic layer to give the title compound as a powder. Starting materials: CC1=NC=2N3C(N(C(C2N1)=O)C)=N[C@H]1[C@@H]3CCC1 (5,6a(R),7,8,9,9a(S)-hexahydro-2,5-dimethylcyclopent[4,5]imidazo[2,1-b]purin-4(3H)-one), C([O-])([O-])=O.[K+].[K+] (potassium carbonate), ClCCC(C(=O)[O-])(C)C (chloromethylpivalate). RXN SMILES: [CH3:1][C:2]1[NH:10][C:9]2[C:8](=[O:11])[N:7]([CH3:12])[C:6]3=[N:13][C@@H:14]4[CH2:18][CH2:17][CH2:16][C@@H:15]4[N:5]3[C:4]=2[N:3]=1.[C:19](=O)([O-])[O-].[K+].[K+].ClC[CH2:27][C:28]([CH3:33])([CH3:32])[C:29]([O-:31])=[O:30]>CN(C=O)C>[CH3:1][C:2]1[N:10]([CH2:19][O:31][C:29](=[O:30])[C:28]([CH3:33])([CH3:32])[CH3:27])[C:9]2[C:8](=[O:11])[N:7]([CH3:12])[C:6]3=[N:13][C@@H:14]4[CH2:18][CH2:17][CH2:16][C@@H:15]4[N:5]3[C:4]=2[N:3]=1 |f:1.2.3|. Run in CN(C)C=O (DMF). Product: CC1=NC=2N3C(N(C(C2N1COC(C(C)(C)C)=O)=O)C)=N[C@H]1[C@@H]3CCC1 (5,6a(R),7,8,9,9a(S)-Hexahydro-2,5-dimethyl-3-[(trimethylacetoxy)methyl]-cyclopent[4,5]imidazo[2,1-b]purin-4(3H)-one). Reactants: Cl (HCl), C(C)(=O)OCC=1CS[C@H]2N(C1C(=O)O)C(C2NC(C(=NOC)C=2N=C(SC2)N)=O)=O (3-acetoxymethyl-7-[2-(2-amino-4-thiazolyl)-2-methoxyiminoacetamido]-3-cephem-4-carboxylic acid), C(=O)(O)[O-].[Na+] (NaHCO3), NC=1C=2N(N=C(C1)S)N=NN2 (8-amino-6-mercapto-tetrazolo[1,5-b]pyridazine). The solvent is O (water). Reaction conditions: temperature 50 celsius. The product is NC=1C=2N(N=C(C1)SCC=1CS[C@H]3N(C1C(=O)O)C(C3NC(C(=NOC)C=3N=C(SC3)N)=O)=O)N=NN2 (3-[(8-amino-6-tetrazolo[1,5-b]pyridazinyl)-thiomethyl]-7-[2-(2-amino-4-thiazolyl)-2-methoxyiminoacetamido]-3-cephem-4-carboxylic acid). Reaction SMILES: C(O[CH2:5][C:6]1[CH2:7][S:8][C@@H:9]2[CH:16]([NH:17][C:18](=[O:29])[C:19]([C:23]3[N:24]=[C:25]([NH2:28])[S:26][CH:27]=3)=[N:20][O:21][CH3:22])[C:15](=[O:30])[N:10]2[C:11]=1[C:12]([OH:14])=[O:13])(=O)C.C([O-])(O)=O.[Na+].[NH2:36][C:37]1[C:38]2[N:39]([N:44]=[N:45][N:46]=2)[N:40]=[C:41]([SH:43])[CH:42]=1.Cl>O>[NH2:36][C:37]1[C:38]2[N:39]([N:44]=[N:45][N:46]=2)[N:40]=[C:41]([S:43][CH2:5][C:6]2[CH2:7][S:8][C@@H:9]3[CH:16]([NH:17][C:18](=[O:29])[C:19]([C:23]4[N:24]=[C:25]([NH2:28])[S:26][CH:27]=4)=[N:20][O:21][CH3:22])[C:15](=[O:30])[N:10]3[C:11]=2[C:12]([OH:14])=[O:13])[CH:42]=1 |f:1.2|. Procedure: To a stirred solution of 3-acetoxymethyl-7-[2-(2-amino-4-thiazolyl)-2-methoxyiminoacetamido]-3-cephem-4-carboxylic acid (syn-isomer), (0.456 g, 0.001 mole) and NaHCO3 (0.143 g, 0.0017 mole) in water (10 ml), 8-amino-6-mercapto-tetrazolo[1,5-b]pyridazine (0.118 g, 0.0007 mole) was added. A slow stream of nitrogen was passed through the solution, and the mixture was heated at 50° C. for 12 hours, while keeping the pH at 6.8. After cooling, the solution was acidified with 10% HCl, the precipitate c... Reactants: COC1=CC=C(C=C1)NN (4-methoxyphenylhydrazine), C(CCC(=O)C)(=O)OCC(=O)OCC1=CC=CC=C1 (benzyl levulinoyloxyacetate). The product is C(C)(=O)OC(C1=CC=CC=C1)OC(CC1=C(NC2=CC=C(C=C12)OC)C)=O ((5-methoxy-2-methyl-3-indoleacetoxy)-benzyl acetate). As a reaction SMILES: [CH3:1][O:2][C:3]1[CH:8]=[CH:7][C:6]([NH:9]N)=[CH:5][CH:4]=1.C(O[CH2:19][C:20]([O:22][CH2:23][C:24]1[CH:29]=[CH:28][CH:27]=[CH:26][CH:25]=1)=[O:21])(=O)CCC(C)=O>>[C:20]([O:22][CH:23]([O:22][C:20](=[O:21])[CH2:19][C:23]1[C:7]2[C:6](=[CH:5][CH:4]=[C:3]([O:2][CH3:1])[CH:8]=2)[NH:9][C:24]=1[CH3:25])[C:24]1[CH:25]=[CH:26][CH:27]=[CH:28][CH:29]=1)(=[O:21])[CH3:19]. Reported procedure: condensing 4-methoxyphenylhydrazine or its salts with benzyl levulinoyloxyacetate according to Fischer to form (5-methoxy-2-methyl-3-indoleacetoxy)-benzyl acetate, subsequently acylating the alkali salt thereof with p-chlorobenzoyl chloride to form [1-(p-chlorobenzoyl)-5-methoxy-2-methyl-3-indole-acetoxy]-benzyl acetate and then catalytically dehydrogenating the benzyl group (see reaction scheme A), The reactants are [OH-].[Na+] (sodium hydroxide), C1(CCCCC1)COC=1C=C(C=CC1)CC(=O)OCC (ethyl 3-cyclohexylmethyloxy-phenylacetate). Run in C(C)(C)(C)O (t-butanol), O (water), C(C)(=O)OCC (ethyl acetate). Run at temperature 23 celsius. Product: C1(CCCCC1)COC=1C=C(C=CC1)CC(=O)O (3-cyclohexylmethyloxy-phenylacetic acid). Reaction SMILES: [OH-].[Na+].[CH:3]1([CH2:9][O:10][C:11]2[CH:12]=[C:13]([CH2:17][C:18]([O:20]CC)=[O:19])[CH:14]=[CH:15][CH:16]=2)[CH2:8][CH2:7][CH2:6][CH2:5][CH2:4]1>C(O)(C)(C)C.O.C(OCC)(=O)C>[CH:3]1([CH2:9][O:10][C:11]2[CH:12]=[C:13]([CH2:17][C:18]([OH:20])=[O:19])[CH:14]=[CH:15][CH:16]=2)[CH2:4][CH2:5][CH2:6][CH2:7][CH2:8]1 |f:0.1|. Reported procedure: A solution of aqueous sodium hydroxide (1N, 14 mL, 14.0 mmol, 10 equiv) was added to a solution of ethyl 3-cyclohexylmethyloxy-phenylacetate 29-3 (384 mg, 1.39 mmol, 1 equiv) in a mixture of t-butanol (8 mL) and water (4 mL) at 23° C. The reaction mixture was heated at reflux for 2 h. The solution was cooled to 23° C. and was diluted with ethyl acetate (50 mL). The organic layer was washed with an aqueous 10% potassium hydrogen sulfate solution (2×25 mL), then was dried over magnesium sulfate an... Reactants: CCO, CCCCO, CCOC(C)=O, CCOCCn1c(C2CCN(CCc3ccc(C(C)(C)C(=O)OC)cc3)CC2)nc2ccccc21, CC(=O)O, [Na+], [OH-], O. The product is CCOCCn1c(C2CCN(CCc3ccc(C(C)(C)C(=O)O)cc3)CC2)nc2ccccc21. Reaction SMILES: [CH2:38]([OH:39])[CH3:40].[CH2:42]([OH:43])[CH2:44][CH2:45][CH3:46].[CH2:47]([O:48][C:49](=[O:50])[CH3:51])[CH3:52].[CH3:1][O:2][C:3]([C:4]([CH3:5])([CH3:6])[c:7]1[cH:8][cH:9][c:10]([CH2:13][CH2:14][N:15]2[CH2:16][CH2:17][CH:18]([c:21]3[n:22][c:23]4[c:24]([n:25]3[CH2:26][CH2:27][O:28][CH2:29][CH3:30])[cH:31][cH:32][cH:33][cH:34]4)[CH2:19][CH2:20]2)[cH:11][cH:12]1)=[O:35].[CH3:53][C:54](=[O:55])[OH:56].[Na+:37].[OH-:36].[OH2:41]>>[O:2]=[C:3]([C:4]([CH3:5])([CH3:6])[c:7]1[cH:8][cH:9][c:10]([CH2:13][CH2:14][N:15]2[CH2:16][CH2:17][CH:18]([c:21]3[n:22][c:23]4[c:24]([n:25]3[CH2:26][CH2:27][O:28][CH2:29][CH3:30])[cH:31][cH:32][cH:33][cH:34]4)[CH2:19][CH2:20]2)[cH:11][cH:12]1)[OH:35]. Starting materials: O1C=CC2=C1C=CC(=C2)S(=O)(=O)N (benzofuran-5-sulfonamide), [H-].[Na+] (sodium hydride), ClC1=NC2=CC=CC(=C2N=C1)Cl (2,5-dichloroquinoxaline). The solvent is O (water). Product: ClC1=C2N=CC(=NC2=CC=C1)NS(=O)(=O)C=1C=CC2=C(C=CO2)C1 (N-(5-chloro-2-quinoxalinyl)benzofuran-5-sulfonamide). Yield: 15.2%. RXN SMILES: [O:1]1[C:5]2[CH:6]=[CH:7][C:8]([S:10]([NH2:13])(=[O:12])=[O:11])=[CH:9][C:4]=2[CH:3]=[CH:2]1.[H-].[Na+].Cl[C:17]1[CH:26]=[N:25][C:24]2[C:19](=[CH:20][CH:21]=[CH:22][C:23]=2[Cl:27])[N:18]=1>O>[Cl:27][C:23]1[CH:22]=[CH:21][CH:20]=[C:19]2[C:24]=1[N:25]=[CH:26][C:17]([NH:13][S:10]([C:8]1[CH:7]=[CH:6][C:5]3[O:1][CH:2]=[CH:3][C:4]=3[CH:9]=1)(=[O:11])=[O:12])=[N:18]2 |f:1.2|. Reported procedure: In a manner similar to Example 4, the reaction mixture from benzofuran-5-sulfonamide (397 mg, 2.01 mmol), sodium hydride (60%, 315 mg, 7.9 mmol) and 2,5-dichloroquinoxaline (600 mg, 3.01 mmol) was poured carefully into water and washed with hexanes. The hexane-free aqueous was acidified to a pH of 1-2 by the addition of 5N hydrochloric acid solution and the resulting precipitate was collected and dried. This precipitate was washed with methylene chloride and the solid obtained by evaporation of ... The reactants are N#CCBr, CCc1cc(Br)ccc1O, O=C([O-])[O-], [K+], [K+], CN(C)C=O. Product: CCc1cc(Br)ccc1OCC#N. As a reaction SMILES: [Br:1][CH2:2][C:3]#[N:4].[Br:5][c:6]1[cH:7][c:8]([CH2:13][CH3:14])[c:9]([OH:12])[cH:10][cH:11]1.[C:15](=[O:16])([O-:17])[O-:18].[K+:19].[K+:20].[O:21]=[CH:22][N:23]([CH3:24])[CH3:25]>>[CH2:2]([C:3]#[N:4])[O:12][c:9]1[c:8]([CH2:13][CH3:14])[cH:7][c:6]([Br:5])[cH:11][cH:10]1. As a reaction SMILES: [CH2:1]([O:3][C:4]([C:6]1[C:11]([C:12]#[N:13])=[CH:10][CH:9]=[C:8]([O:14][C:15]2[CH:20]=[CH:19][C:18]([B:21]3OC(C)(C)C(C)(C)[O:22]3)=[C:17]([CH:30]=[O:31])[CH:16]=2)[N:7]=1)=[O:5])[CH3:2].[BH4-].[Na+].Cl>CO>[CH2:1]([O:3][C:4]([C:6]1[C:11]([C:12]#[N:13])=[CH:10][CH:9]=[C:8]([O:14][C:15]2[CH:20]=[CH:19][C:18]3[B:21]([OH:22])[O:31][CH2:30][C:17]=3[CH:16]=2)[N:7]=1)=[O:5])[CH3:2] |f:1.2|. The product is C(C)OC(=O)C1=NC(=CC=C1C#N)OC1=CC2=C(B(OC2)O)C=C1 (3-Cyano-6-(1-hydroxy-1,3-dihydro-benzo[c][1,2]oxaborol-5-yloxy)-pyridine-2-carboxylic acid ethyl ester). Yield: 107.3%. Reactants: C(C)OC(=O)C1=NC(=CC=C1C#N)OC1=CC(=C(C=C1)B1OC(C(O1)(C)C)(C)C)C=O (3-Cyano-6-[3-formyl-4-(4,4,5,5-tetramethyl-[1,3,2]dioxaborolan-2-yl)-phenoxy]-pyridine-2-carboxylic acid ethyl ester), [BH4-].[Na+] (sodium borohydride), Cl (HCl). Run in CO (methanol). Reaction conditions: time 1 hour. Procedure: To a solution of 3-cyano-6-[3-formyl-4-(4,4,5,5-tetramethyl-[1,3,2]dioxaborolan-2-yl)-phenoxy]-pyridine-2-carboxylic acid ethyl ester (25, 0.11 g, 0.23 mmol) in methanol (5 mL) was added sodium borohydride (0.01 g, 0.27 mmol) at 0° C. After 1 h at 0° C., 2 M HCl was added until pH is 2˜3. The solvent was removed under reduced pressure to give crude product, which was purified by reverse phase prep HPLC using CH3CN/H2O (0.1% AcOH) as the eluent to yield the title compound (D45) (0.08 g, 20%) as a...